From a dataset of the Open Reaction Database (ORD), a public repository of structured organic reaction records. describe an organic reaction: reactants, conditions, products, and yield Starting materials: [Cl-].[NH4+] (ammonium chloride), O=C1CN(C1)C(=O)OC(C)(C)C (tert-butyl 3-oxoazetidine-1-carboxylate), FC(F)(F)[Si](C)(C)C ((trifluoromethyl)trimethylsilane), [F-].C[N+](C)(C)C (tetramethylammonium fluoride). Run in O1CCCC1 (tetrahydrofuran). Conditions: time 1 hour. The product is OC1(CN(C1)C(=O)OC(C)(C)C)C(F)(F)F (tert-butyl 3-hydroxy-3-(trifluoromethyl)azetidine-1-carboxylate). Reaction SMILES: [O:1]=[C:2]1[CH2:5][N:4]([C:6]([O:8][C:9]([CH3:12])([CH3:11])[CH3:10])=[O:7])[CH2:3]1.[F:13][C:14]([Si](C)(C)C)([F:16])[F:15].[F-].C[N+](C)(C)C.[Cl-].[NH4+]>O1CCCC1>[OH:1][C:2]1([C:14]([F:16])([F:15])[F:13])[CH2:5][N:4]([C:6]([O:8][C:9]([CH3:12])([CH3:11])[CH3:10])=[O:7])[CH2:3]1 |f:2.3,4.5|. Reported procedure: To a stirred solution of tert-butyl 3-oxoazetidine-1-carboxylate (0.50 g, 2.9 mmol) and (trifluoromethyl)trimethylsilane (0.65 mL, 4.4 mmol) in tetrahydrofuran (5 mL) at 0° C. was added tetramethylammonium fluoride (0.014 g, 0.15 mmol). The reaction mixture was warmed to room temperature. After 1 h, the reaction mixture was poured into a 0.5M aqueous ammonium chloride solution (25 mL) and extracted with diethyl ether (25 mL). The organic layer was dried over magnesium sulfate, filtered and conce...